Dataset: the Open Reaction Database (ORD), a public repository of structured organic reaction records. Task: describe an organic reaction: reactants, conditions, products, and yield The reactants are C1(=CC=C(C=C1)C1=NCC(N(C2=C1C=C(C(=C2)OC)OC)CC)=O)C2=CC=CC=C2 (5-(1,1′-biphenyl-4-yl)-1-ethyl-7,8-dimethoxy-1,3-dihydro-2H-1,4-benzodiazepin-2-one). Reagents/catalysts: [Pd] (palladium on charcoal). Solvent: C(Cl)Cl (CH2Cl2), CO (methanol). The product is C(C)N1C(CN=C(C2=C1C=C(C(=C2)OC)OC)C2=CC=C(C=C2)CCC2=CC=CC=C2)=O (1-ethyl-7,8-dimethoxy-5-[4-(2-phenylethyl)phenyl]-1,3-dihydro-2H-1,4-benzodiazepin-2-one). Isolated yield 65.4%. Reaction SMILES: [C:1]1(C2C=CC=CC=2)[CH:6]=[CH:5][C:4]([C:7]2[C:13]3[CH:14]=[C:15]([O:20][CH3:21])[C:16]([O:18][CH3:19])=[CH:17][C:12]=3[N:11]([CH2:22][CH3:23])[C:10](=[O:24])[CH2:9][N:8]=2)=[CH:3][CH:2]=1>[Pd].CO.C(Cl)Cl>[CH2:22]([N:11]1[C:12]2[CH:17]=[C:16]([O:18][CH3:19])[C:15]([O:20][CH3:21])=[CH:14][C:13]=2[C:7]([C:4]2[CH:3]=[CH:2][C:1]([CH2:13][CH2:7][C:4]3[CH:5]=[CH:6][CH:1]=[CH:2][CH:3]=3)=[CH:6][CH:5]=2)=[N:8][CH2:9][C:10]1=[O:24])[CH3:23]. Reported procedure: Leave the following under hydrogen pressure (Patm) for 48 hours: 80 mg of 5-(1,1′-biphenyl-4-yl)-1-ethyl-7,8-dimethoxy-1,3-dihydro-2H-1,4-benzodiazepin-2-one (IIbp), 16 mg of 10% palladium on charcoal (20% by weight of product to reduce), in 30 ml of methanol and 1 ml of CH2Cl2. Filter on celite, rinse several times with methanol. Evaporate to dryness. Purify by silica chromatography (AcOEt 1/hexane 1). Recrystallize in ether. One obtains 28 mg of the abovenamed product in the form of a white po...